The task is: describe an organic reaction: reactants, conditions, products, and yield. This data is from the Open Reaction Database (ORD), a public repository of structured organic reaction records. The reactants are C(C)OC(=O)C1(CCN(CC1)CC1=CC=CC=C1)C(=O)OCC (benzylpiperidine-4,4-dicarboxylic acid diethyl ester), [H][H] (hydrogen). Reagents/catalysts: [Pd] (Pd/C). Run in C(C)O (ethanol). Product: C(C)OC(=O)C1(CCNCC1)C(=O)OCC (piperidine-4,4-dicarboxylic acid diethyl ester). As a reaction SMILES: [CH2:1]([O:3][C:4]([C:6]1([C:19]([O:21][CH2:22][CH3:23])=[O:20])[CH2:11][CH2:10][N:9](CC2C=CC=CC=2)[CH2:8][CH2:7]1)=[O:5])[CH3:2].[H][H]>C(O)C.[Pd]>[CH2:1]([O:3][C:4]([C:6]1([C:19]([O:21][CH2:22][CH3:23])=[O:20])[CH2:11][CH2:10][NH:9][CH2:8][CH2:7]1)=[O:5])[CH3:2]. Reported procedure: To a solution of benzylpiperidine-4,4-dicarboxylic acid diethyl ester (21.5 g, 0.067 mol) in ethanol (300 mL) is added 5% Pd/C (25 g, 50% wet). The reaction mixture is stirred under 40 psi pressure of hydrogen for 3 hrs, then filtered through a celite bed and the filtrate is concentrated to give a crude viscous liquid which is purified by column chromatography (silica gel 230-400 mesh, methanol:dichloromethane 10:90) to furnish piperidine-4,4-dicarboxylic acid diethyl ester as pale yellow liquid... The reactants are N1CCC(CC1)OC1=CC2=C(NC(C=3C=CC=NC23)=O)C=C1 (9-(Piperidine-4-yloxy)benzo[h][1,6]naphthyridine-5(6H)-one), C([O-])([O-])=O.[K+].[K+] (potassium carbonate), BrCCC (1-bromopropane). Run in C(C)#N (acetonitrile). Run at temperature 60 celsius, time 8 hour. Product: C(CC)N1CCC(CC1)OC1=CC2=C(NC(C=3C=CC=NC23)=O)C=C1 (9-(1-Propylpiperidine-4-yloxy)benzo[h][1,6]naphthyridine-5(6H)-one). The yield is 59.3%. RXN SMILES: [NH:1]1[CH2:6][CH2:5][CH:4]([O:7][C:8]2[CH:22]=[CH:21][C:11]3[NH:12][C:13](=[O:20])[C:14]4[CH:15]=[CH:16][CH:17]=[N:18][C:19]=4[C:10]=3[CH:9]=2)[CH2:3][CH2:2]1.C(=O)([O-])[O-].[K+].[K+].Br[CH2:30][CH2:31][CH3:32]>C(#N)C>[CH2:30]([N:1]1[CH2:2][CH2:3][CH:4]([O:7][C:8]2[CH:22]=[CH:21][C:11]3[NH:12][C:13](=[O:20])[C:14]4[CH:15]=[CH:16][CH:17]=[N:18][C:19]=4[C:10]=3[CH:9]=2)[CH2:5][CH2:6]1)[CH2:31][CH3:32] |f:1.2.3|. Procedure details: Compound (55 mg, 0.17 mmol) prepared in step 4 and potassium carbonate (70 mg, 0.50 mmol) were dissolved in acetonitrile (10 ml), added with 1-bromopropane (53 μl, 0.058 mol) at room temperature. The resulting mixture was stirred overnight at 60° C. and extracted with chloroform. The organic layer was washed with brine, dried over anhydrous sodium sulfate, and concentrated under reduced pressure. The residue was then purified by flash column chromatography (chloroform:methanol=5:1) to obtain the... The solvent is C1CCOC1 (THF), CCCCCC.CCOC(=O)C (hexane EtOAc), CCCCCC.CCOC(=O)C (hexane EtOAc). The reactants are ( m ), C(=O)C1=CC(=C(OCCCC(=O)OC)C=C1[N+](=O)[O-])OC (Methyl 4-(4′-formyl-2′-methoxy-5′-nitrophenoxy)butanoate), [K+].[Br-] (KBr), ( s ), [BH4-].[Na+] (sodium borohydride), O (water), material. Procedure: To a clear yellow solution of methyl 4-(4′-formyl-2′-methoxy-5′-nitrophenoxy) butanoate (5) (1 g, 3.36 mmol) in THF (10 cm3) was added, portion wise, sodium borohydride (128 mg, 3.36 mmol). The solution quickly changed appearance, becoming deep orange after about 5 mins. The mixture was stirred for a further 55 mins before water was added (25 cm3), the subsequent yellow mixture was extracted with ether (3×30 cm3) and the combined organic extracts were dried (MgSO4) and concentrated in vacuo prov... Reaction SMILES: [CH:1]([C:3]1[C:16]([N+:17]([O-:19])=[O:18])=[CH:15][C:6]([O:7][CH2:8][CH2:9][CH2:10][C:11]([O:13][CH3:14])=[O:12])=[C:5]([O:20][CH3:21])[CH:4]=1)=[O:2].[BH4-].[Na+].O.[K+].[Br-]>C1COCC1.CCCCCC.CCOC(C)=O>[OH:2][CH2:1][C:3]1[C:16]([N+:17]([O-:19])=[O:18])=[CH:15][C:6]([O:7][CH2:8][CH2:9][CH2:10][C:11]([O:13][CH3:14])=[O:12])=[C:5]([O:20][CH3:21])[CH:4]=1 |f:1.2,4.5,7.8|. Reaction conditions: time 5 minute. Yields the product OCC1=CC(=C(OCCCC(=O)OC)C=C1[N+](=O)[O-])OC (Methyl 4-[4′-(hydroxymethyl)-2′-methoxy-5′-nitrophenoxy]butanoate). The reactants are FC(F)(F)Sc1ccc(C=Cc2nc(CCl)cs2)cc1, O=C(OO)c1cccc(Cl)c1, ClCCl. Product: O=S(c1ccc(C=Cc2nc(CCl)cs2)cc1)C(F)(F)F. Reaction SMILES: [Cl:1][CH2:2][c:3]1[n:4][c:5]([CH:8]=[CH:9][c:10]2[cH:11][cH:12][c:13]([S:16][C:17]([F:18])([F:19])[F:20])[cH:14][cH:15]2)[s:6][cH:7]1.[Cl:21][c:22]1[cH:23][c:24]([C:25]([O:26][OH:27])=[O:29])[cH:28][cH:30][cH:31]1.[Cl:32][CH2:33][Cl:34]>>[Cl:1][CH2:2][c:3]1[n:4][c:5]([CH:8]=[CH:9][c:10]2[cH:11][cH:12][c:13]([S:16]([C:17]([F:18])([F:19])[F:20])=[O:29])[cH:14][cH:15]2)[s:6][cH:7]1. Starting materials: O.NN (hydrazine hydrate), C(C)(C)(C)OC(=O)N1CCN(CC1)C(C(=O)OC)(C(=O)OC)CN1C(C2=CC=CC=C2C1=O)=O (dimethyl 2-(4-tert-butoxycarbonylpiperazin-1-yl)-2-(1,3-dioxo-1,3-dihydroisoindol-2-ylmethyl)malonate). The solvent is CO (methanol), CO (methanol). Reaction conditions: temperature -5 celsius, time 3 hour. The product is NCC(C(=O)OC)(C(=O)OC)N1CCN(CC1)C(=O)OC(C)(C)C (dimethyl 2-aminomethyl-2-(4-tert-butoxycarbonylpiperazin-1-yl)malonate). Isolated yield 49.9%. Reaction SMILES: O.NN.[C:4]([O:8][C:9]([N:11]1[CH2:16][CH2:15][N:14]([C:17]([CH2:26][N:27]2C(=O)C3C(=CC=CC=3)C2=O)([C:22]([O:24][CH3:25])=[O:23])[C:18]([O:20][CH3:21])=[O:19])[CH2:13][CH2:12]1)=[O:10])([CH3:7])([CH3:6])[CH3:5]>CO>[NH2:27][CH2:26][C:17]([N:14]1[CH2:13][CH2:12][N:11]([C:9]([O:8][C:4]([CH3:7])([CH3:6])[CH3:5])=[O:10])[CH2:16][CH2:15]1)([C:18]([O:20][CH3:21])=[O:19])[C:22]([O:24][CH3:25])=[O:23] |f:0.1|. Procedure details: A solution of 2.9 ml (64 mmol) of hydrazine hydrate in 8 ml of methanol is added to a solution of 27.5 g (58 mmol) of dimethyl 2-(4-tert-butoxycarbonylpiperazin-1-yl)-2-(1,3-dioxo-1,3-dihydroisoindol-2-ylmethyl)malonate in 300 ml of methanol cooled beforehand to −5° C. The reaction medium is stirred at from −5° C. to ambient temperature over the course of 3 h. After evaporation and addition of 300 ml of water, the reaction medium is extracted with ethyl acetate. The organic phases are washed wit...